From a dataset of the Open Reaction Database (ORD), a public repository of structured organic reaction records. describe an organic reaction: reactants, conditions, products, and yield The reactants are N(=O)[O-].[Na+] (sodium nitrite), C(CCCCCCCCCCC)C1=CC(=C(N)C=C1)[N+](=O)[O-] (4-Dodecyl-2-nitroaniline), C(CC)(=O)O (propionic acid), N(=O)O (nitrous acid), Cl (hydrochloric acid). Solvent: O (water), C(C)(=O)O (acetic acid). Conditions: temperature 0 celsius. Yields the product [Cl-].C(CCCCCCCCCCC)C1=CC(=C(C=C1)[N+]#N)[N+](=O)[O-] (4-Dodecyl-2-nitrobenzenediazonium chloride). As a reaction SMILES: [CH2:1]([C:13]1[CH:19]=[CH:18][C:16]([NH2:17])=[C:15]([N+:20]([O-:22])=[O:21])[CH:14]=1)[CH2:2][CH2:3][CH2:4][CH2:5][CH2:6][CH2:7][CH2:8][CH2:9][CH2:10][CH2:11][CH3:12].C(O)(=O)CC.[ClH:28].[N:29]([O-])=O.[Na+].N(O)=O>O.C(O)(=O)C>[Cl-:28].[CH2:1]([C:13]1[CH:19]=[CH:18][C:16]([N+:17]#[N:29])=[C:15]([N+:20]([O-:22])=[O:21])[CH:14]=1)[CH2:2][CH2:3][CH2:4][CH2:5][CH2:6][CH2:7][CH2:8][CH2:9][CH2:10][CH2:11][CH3:12] |f:3.4,8.9|. Procedure details: 4-Dodecyl-2-nitroaniline (61.20 g; 20 mol) was stirred with glacial acetic acid (200 ml) and propionic acid (200 ml) containing concentrated hydrochloric acid SGl.18 (100 ml) at 70° C. The amber solution was cooled to 0° C. and a solution of sodium nitrite (14.00 g; 0.203 mol) in water (100 ml) was added dropwise over 1 hour at 0° C. After stirring for 2 hours at 0° C. the excess nitrous acid was destroyed by the addition of 10% sulphamic acid to give an orange mixture. Starting materials: O=C([O-])O, CC(=O)N(C)c1cccc(-n2c(=O)c(Cc3cccnc3)nc3cccnc32)c1, Cl, [Na+]. Yields the product CNc1cccc(-n2c(=O)c(Cc3cccnc3)nc3cccnc32)c1. Reaction SMILES: [C:30](=[O:31])([OH:32])[O-:33].[CH3:1][N:2]([C:3](=[O:4])[CH3:5])[c:6]1[cH:7][c:8](-[n:12]2[c:13]3[c:14]([n:15][c:16]([CH2:19][c:20]4[cH:21][n:22][cH:23][cH:24][cH:25]4)[c:17]2=[O:18])[cH:26][cH:27][cH:28][n:29]3)[cH:9][cH:10][cH:11]1.[ClH:35].[Na+:34]>>[CH3:1][NH:2][c:6]1[cH:7][c:8](-[n:12]2[c:13]3[c:14]([n:15][c:16]([CH2:19][c:20]4[cH:21][n:22][cH:23][cH:24][cH:25]4)[c:17]2=[O:18])[cH:26][cH:27][cH:28][n:29]3)[cH:9][cH:10][cH:11]1. Reactants: C1(CC1)OC1=C(C#N)C=CC(=C1)F (2-cyclopropoxy-4-fluorobenzonitrile), [H-].[Al+3].[Li+].[H-].[H-].[H-] (lithium aluminum hydride), C1CCOC1 (THF), [H-].[Al+3].[Li+].[H-].[H-].[H-] (lithium aluminum hydride), C1CCOC1 (THF). The solvent is C(C)OCC (diethyl ether). Run at time 3 hour. Yields the product C1(CC1)OC1=C(CN)C=CC(=C1)F (2-cyclopropoxy-4-fluorobenzylamine). Reaction SMILES: [H-].[Al+3].[Li+].[H-].[H-].[H-].C1COCC1.[CH:12]1([O:15][C:16]2[CH:23]=[C:22]([F:24])[CH:21]=[CH:20][C:17]=2[C:18]#[N:19])[CH2:14][CH2:13]1>C(OCC)C>[CH:12]1([O:15][C:16]2[CH:23]=[C:22]([F:24])[CH:21]=[CH:20][C:17]=2[CH2:18][NH2:19])[CH2:14][CH2:13]1 |f:0.1.2.3.4.5|. Procedure: To a 0° C. suspension of lithium aluminum hydride in THF (1M, 15 mL, 15 mmol) was added 2-cyclopropoxy-4-fluorobenzonitrile in 14 mL diethyl ether dropwise. The reaction solution was stirred for 3 hours, gradually warming to room temperature, at which point it was recooled to 0° C., an additional 8 mL lithium aluminum hydride in THF (1M, 8 mmol) added, and stirred for an additional 90 minutes. The reaction was quenched by sequential addition of 0.9 mL water, 0.9 mL 15% NaOH(aq), and 2.7 mL water... Reaction SMILES: [N+:1]([C:4]1[CH:9]=[CH:8][C:7]([CH:10]2[CH2:15][CH2:14][NH:13][CH2:12][CH2:11]2)=[CH:6][CH:5]=1)([O-:3])=[O:2].[C:16]1(=O)[CH2:20][CH2:19][CH2:18][CH2:17]1.C(O)(=O)C.[BH3-]C#N.[Na+]>CO>[CH:16]1([N:13]2[CH2:12][CH2:11][CH:10]([C:7]3[CH:8]=[CH:9][C:4]([N+:1]([O-:3])=[O:2])=[CH:5][CH:6]=3)[CH2:15][CH2:14]2)[CH2:20][CH2:19][CH2:18][CH2:17]1 |f:3.4|. Conditions: time 1 hour. Product: C1(CCCC1)N1CCC(CC1)C1=CC=C(C=C1)[N+](=O)[O-] (1-cyclopentyl-4-(4-nitrophenyl)piperidine). The solvent is CO (MeOH). Starting materials: [BH3-]C#N.[Na+] (NaBH3CN), C1(CCCC1)=O (cyclopentanone), C(C)(=O)O (acetic acid), [N+](=O)([O-])C1=CC=C(C=C1)C1CCNCC1 (4-(4-Nitrophenyl)piperidine). Isolated yield 100.0%. Procedure: 4-(4-Nitrophenyl)piperidine (5 g, 24 mmol) was dissolved in MeOH (240 mL). To the solution were added cyclopentanone (6.5 mL, 73 mmol) and acetic acid (3 mL). The mixture was stirred for 1 hour, and then NaBH3CN (6.1 g, 97 mmol) was added. The mixture was stirred at room temperature for 12 hours. The solvent was removed under reduced pressure, and the residue was suspended in EtOAc. The organic suspension was washed with 1N NaOH (aq), water and brine, dried, concentrated and purified by flash co... Starting materials: O=C1c2cccc(O)c2C(=O)c2c(O)c3c(c(O)c21)CC(O)(C(=O)CBr)CC3, CC(=O)[O-], CC(C)=O, [K+], O. Product: CC(=O)OCC(=O)C1(O)CCc2c(O)c3c(c(O)c2C1)C(=O)c1cccc(O)c1C3=O. As a reaction SMILES: [Br:1][CH2:2][C:3](=[O:4])[C:5]1([OH:28])[CH2:6][CH2:7][c:8]2[c:9]([OH:27])[c:10]3[c:19]([c:20]([OH:23])[c:21]2[CH2:22]1)[C:18](=[O:24])[c:17]1[c:12]([c:13]([OH:25])[cH:14][cH:15][cH:16]1)[C:11]3=[O:26].[CH3:30][C:31]([O-:32])=[O:33].[CH3:35][C:36](=[O:37])[CH3:38].[K+:29].[OH2:34]>>[CH2:2]([C:3](=[O:4])[C:5]1([OH:28])[CH2:6][CH2:7][c:8]2[c:9]([OH:27])[c:10]3[c:19]([c:20]([OH:23])[c:21]2[CH2:22]1)[C:18](=[O:24])[c:17]1[c:12]([c:13]([OH:25])[cH:14][cH:15][cH:16]1)[C:11]3=[O:26])[O:33][C:31]([CH3:30])=[O:32]. Reactants: COc1cccc(C(=O)Cl)c1, COc1cc2c(cc1OC)C1CC(N)CCN1CC2, [Na+], [OH-], c1ccccc1. Yields the product Cl, COc1cccc(C(=O)NC2CCN3CCc4cc(OC)c(OC)cc4C3C2)c1. Reaction SMILES: [CH3:22][O:23][c:24]1[cH:25][c:26]([C:27](=[O:28])[Cl:29])[cH:30][cH:31][cH:32]1.[NH2:1][CH:2]1[CH2:3][CH2:4][N:5]2[CH2:6][CH2:7][c:8]3[c:9]([cH:12][c:13]([O:18][CH3:19])[c:14]([O:16][CH3:17])[cH:15]3)[CH:10]2[CH2:11]1.[Na+:21].[OH-:20].[cH:33]1[cH:34][cH:35][cH:36][cH:37][cH:38]1>>[ClH:29].[NH:1]([CH:2]1[CH2:3][CH2:4][N:5]2[CH2:6][CH2:7][c:8]3[c:9]([cH:12][c:13]([O:18][CH3:19])[c:14]([O:16][CH3:17])[cH:15]3)[CH:10]2[CH2:11]1)[C:27]([c:26]1[cH:25][c:24]([O:23][CH3:22])[cH:32][cH:31][cH:30]1)=[O:28]. Reactants: C1(CC1)C1=CC(=NC(=N1)SC)C(=O)O (6-cyclopropyl-2-(methylthio)pyrimidine-4-carboxylic acid), Enamine, C1(CC1)C1=CC(=NC(=N1)S(=O)(=O)C)C(=O)O (6-cyclopropyl-2-(methylsulfonyl)pyrimidine-4-carboxylic acid), OOS(=O)[O-].[K+] (Oxone), OOS(=O)[O-].[K+] (Oxone), CSC1=NC=CC=N1 (methyl thiopyrimidine), OS(=O)(=O)[O-].[K+] (KHSO4), S(=O)(=O)([O-])OOS(=O)(=O)[O-].[K+].[K+] (potassium monopersulfate). Run in C(C)#N (acetonitrile), O (water). Run at temperature 65 celsius. Yields the product C1(CC1)C1=CC(=NC(=N1)S(=O)(=O)C)C(=O)OC (Methyl 6-cyclopropyl-2-(methylsulfonyl)pyrimidine-4-carboxylate). RXN SMILES: [CH:1]1([C:4]2[N:9]=[C:8]([S:10]([CH3:13])(=[O:12])=[O:11])[N:7]=[C:6]([C:14]([OH:16])=[O:15])[CH:5]=2)[CH2:3][CH2:2]1.[CH:17]1(C2N=C(SC)N=C(C(O)=O)C=2)CC1.OOS([O-])=O.[K+].S(OOS([O-])(=O)=O)([O-])(=O)=O.[K+].[K+].OS([O-])(=O)=O.[K+].CSC1N=CC=CN=1>O.C(#N)C>[CH:1]1([C:4]2[N:9]=[C:8]([S:10]([CH3:13])(=[O:11])=[O:12])[N:7]=[C:6]([C:14]([O:16][CH3:17])=[O:15])[CH:5]=2)[CH2:2][CH2:3]1 |f:2.3,4.5.6,7.8|. Procedure details: 6-cyclopropyl-2-(methylsulfonyl)pyrimidine-4-carboxylic acid (I-20A). Into a 40 mL vessel was added 6-cyclopropyl-2-(methylthio)pyrimidine-4-carboxylic acid_(commerically available, Enamine Ltd, catalog number EN300-422464, 250 mg, 1.19 mmol) and acetonitrile (12.5 mL). This resulting solution was then added dropwise at RT over 5 min. to a separate 40 mL reaction vessel that was charged with a rapidly stirred suspension of Oxone™ (using Aldrich supplied Oxone which is a multicomponent triple sal...